From a dataset of the Open Reaction Database (ORD), a public repository of structured organic reaction records. describe an organic reaction: reactants, conditions, products, and yield Reactants: COCCOC, CCOC(C)=O, CC(C)(C)OC(=O)N(CCc1ccc(OS(=O)(=O)C(F)(F)F)cc1)CC(O)c1cccc(Cl)c1, COC(=O)c1ccc(B(O)O)cc1F, [Na+], [Na+], O=C([O-])[O-], O, c1ccc(P(c2ccccc2)(c2ccccc2)[Pd](P(c2ccccc2)(c2ccccc2)c2ccccc2)(P(c2ccccc2)(c2ccccc2)c2ccccc2)P(c2ccccc2)(c2ccccc2)c2ccccc2)cc1. Yields the product COC(=O)c1ccc(-c2ccc(CCN(CC(O)c3cccc(Cl)c3)C(=O)OC(C)(C)C)cc2)cc1F. RXN SMILES: [CH3:55][O:56][CH2:57][CH2:58][O:59][CH3:60].[CH3:61][CH2:62][O:63][C:64](=[O:65])[CH3:66].[F:1][C:2]([F:3])([F:4])[S:5]([O:6][c:7]1[cH:8][cH:9][c:10]([CH2:13][CH2:14][N:15]([CH2:16][CH:17]([OH:18])[c:19]2[cH:20][c:21]([Cl:25])[cH:22][cH:23][cH:24]2)[C:26](=[O:27])[O:28][C:29]([CH3:30])([CH3:31])[CH3:32])[cH:11][cH:12]1)(=[O:33])=[O:34].[F:35][c:36]1[cH:37][c:38]([B:46]([OH:47])[OH:48])[cH:39][cH:40][c:41]1[C:42](=[O:43])[O:44][CH3:45].[Na+:49].[Na+:50].[O-:51][C:52](=[O:53])[O-:54].[OH2:67].[cH:68]1[cH:69][cH:70][c:71]([P:72]([Pd:73]([P:74]([c:75]2[cH:76][cH:77][cH:78][cH:79][cH:80]2)([c:81]2[cH:82][cH:83][cH:84][cH:85][cH:86]2)[c:87]2[cH:88][cH:89][cH:90][cH:91][cH:92]2)([P:93]([c:94]2[cH:95][cH:96][cH:97][cH:98][cH:99]2)([c:100]2[cH:101][cH:102][cH:103][cH:104][cH:105]2)[c:106]2[cH:107][cH:108][cH:109][cH:110][cH:111]2)[P:112]([c:113]2[cH:114][cH:115][cH:116][cH:117][cH:118]2)([c:119]2[cH:120][cH:121][cH:122][cH:123][cH:124]2)[c:125]2[cH:126][cH:127][cH:128][cH:129][cH:130]2)([c:131]2[cH:132][cH:133][cH:134][cH:135][cH:136]2)[c:137]2[cH:138][cH:139][cH:140][cH:141][cH:142]2)[cH:143][cH:144]1>>[c:7]1(-[c:38]2[cH:37][c:36]([F:35])[c:41]([C:42](=[O:43])[O:44][CH3:45])[cH:40][cH:39]2)[cH:8][cH:9][c:10]([CH2:13][CH2:14][N:15]([CH2:16][CH:17]([OH:18])[c:19]2[cH:20][c:21]([Cl:25])[cH:22][cH:23][cH:24]2)[C:26](=[O:27])[O:28][C:29]([CH3:30])([CH3:31])[CH3:32])[cH:11][cH:12]1. Reactants: O=C([O-])[O-], CO, [K+], [K+], Nc1ccccc1, CC(=O)OCc1ccc(CNc2ccccc2)o1. The product is OCc1ccc(CNc2ccccc2)o1. Reaction SMILES: [C:26](=[O:27])([O-:28])[O-:29].[CH3:32][OH:33].[K+:30].[K+:31].[NH2:19][c:20]1[cH:21][cH:22][cH:23][cH:24][cH:25]1.[c:1]1([NH:7][CH2:8][c:9]2[cH:10][cH:11][c:12]([CH2:14][O:15][C:16](=[O:17])[CH3:18])[o:13]2)[cH:2][cH:3][cH:4][cH:5][cH:6]1>>[c:1]1([NH:7][CH2:8][c:9]2[cH:10][cH:11][c:12]([CH2:14][OH:15])[o:13]2)[cH:2][cH:3][cH:4][cH:5][cH:6]1. Starting materials: NCC1CN(CCO1)CC1=CC=C(C=C1)F (2-aminomethyl-4-(4-fluorobenzyl)morpholine), NC1=CC(=C(C(=O)O)C=C1Cl)OCC (4-amino-5-chloro-2-ethoxybenzoic acid), Cl.C(C)N=C=NCCCN(C)C (1-ethyl-3-(3-dimethylaminopropyl)carbodiimide hydrochloride). Run in ClCCl (dichloromethane). Reaction conditions: temperature 25 celsius, time 4 hour. Yields the product NC1=CC(=C(C(=O)NCC2CN(CCO2)CC2=CC=C(C=C2)F)C=C1Cl)OCC (4-amino-5-chloro-2-ethoxy-N-[[4-(4-fluorobenzyl)-2-morpholinyl]methyl]benzamide). Isolated yield 63.8%. As a reaction SMILES: [NH2:1][CH2:2][CH:3]1[O:8][CH2:7][CH2:6][N:5]([CH2:9][C:10]2[CH:15]=[CH:14][C:13]([F:16])=[CH:12][CH:11]=2)[CH2:4]1.[NH2:17][C:18]1[C:26]([Cl:27])=[CH:25][C:21]([C:22](O)=[O:23])=[C:20]([O:28][CH2:29][CH3:30])[CH:19]=1.Cl.C(N=C=NCCCN(C)C)C>ClCCl>[NH2:17][C:18]1[C:26]([Cl:27])=[CH:25][C:21]([C:22]([NH:1][CH2:2][CH:3]2[O:8][CH2:7][CH2:6][N:5]([CH2:9][C:10]3[CH:15]=[CH:14][C:13]([F:16])=[CH:12][CH:11]=3)[CH2:4]2)=[O:23])=[C:20]([O:28][CH2:29][CH3:30])[CH:19]=1 |f:2.3|. Reported procedure: To a solution of 2-aminomethyl-4-(4-fluorobenzyl)morpholine (2.5 g) in dichloromethane (50 ml), 4-amino-5-chloro-2-ethoxybenzoic acid (2.7 g) and 1-ethyl-3-(3-dimethylaminopropyl)carbodiimide hydrochloride (2.4 g) are added, and the mixture is stirred at 25° C. for 4 hours. The reaction mixture is washed successively with water, aqueous sodium hydroxide solution and saturated aqueous sodium chloride solution, dried over magnesium sulfate, and evaporated under reduced pressure. The residue is rec... Reactants: S=C(n1ccnc1)n1ccnc1, COc1ccc(N)c2cc(C)oc12, ClCCl. The product is COc1ccc(N=C=S)c2cc(C)oc12. As a reaction SMILES: [C:14](=[S:15])([n:16]1[cH:17][cH:18][n:19][cH:20]1)[n:21]1[cH:22][cH:23][n:24][cH:25]1.[CH3:1][O:2][c:3]1[cH:4][cH:5][c:6]([NH2:13])[c:7]2[cH:8][c:9]([CH3:12])[o:10][c:11]12.[Cl:26][CH2:27][Cl:28]>>[CH3:1][O:2][c:3]1[cH:4][cH:5][c:6]([N:13]=[C:14]=[S:15])[c:7]2[cH:8][c:9]([CH3:12])[o:10][c:11]12. Starting materials: [H-].[Na+] (Sodium hydride), C(#N)C1=CC=2N(C=C1)N=CC2C2=NC=CC(=N2)N[C@H]2CN(CCC2)C(=O)OC(C)(C)C ((R)-tert-butyl 3-(2-(5-cyanopyrazolo[1,5-a]pyridin-3-yl)pyrimidin-4-ylamino)piperidine-1-carboxylate), CI (Methyl iodide). Solvent: CN(C=O)C (dimethylformamide). Reaction conditions: time 30 minute. Product: C(#N)C1=CC=2N(C=C1)N=CC2C2=NC=CC(=N2)N([C@H]2CN(CCC2)C(=O)OC(C)(C)C)C ((R)-Tert-butyl 3-((2-(5-cyanopyrazolo[1,5-a]pyridin-3-yl)pyrimidin-4-yl)(methyl)amino)piperidine-1-carboxylate). Yield: 45.4%. As a reaction SMILES: [H-].[Na+].[C:3]([C:5]1[CH:10]=[CH:9][N:8]2[N:11]=[CH:12][C:13]([C:14]3[N:19]=[C:18]([NH:20][C@@H:21]4[CH2:26][CH2:25][CH2:24][N:23]([C:27]([O:29][C:30]([CH3:33])([CH3:32])[CH3:31])=[O:28])[CH2:22]4)[CH:17]=[CH:16][N:15]=3)=[C:7]2[CH:6]=1)#[N:4].[CH3:34]I>CN(C)C=O>[C:3]([C:5]1[CH:10]=[CH:9][N:8]2[N:11]=[CH:12][C:13]([C:14]3[N:19]=[C:18]([N:20]([CH3:34])[C@@H:21]4[CH2:26][CH2:25][CH2:24][N:23]([C:27]([O:29][C:30]([CH3:33])([CH3:32])[CH3:31])=[O:28])[CH2:22]4)[CH:17]=[CH:16][N:15]=3)=[C:7]2[CH:6]=1)#[N:4] |f:0.1|. Procedure details: Sodium hydride (60% dispersion in mineral oil, 102 mg, 2.55 mmol) was added to a cooled (0° C.) solution of tert-butyl (3R)-3-{[2-(5-cyanopyrazolo[1,5-a]pyridin-3-yl) pyrimidin-4-yl]amino}piperidine-1-carboxylate (Preparation 7a, 0.83 g, 1.98 mmol) in NIP-dimethylformamide (5 mL) and the reaction mixture was stirred at the same temperature for 30 minutes. Methyl iodide (0.135 mL, 2.17 mmol) was then added and the reaction mixture was stirred at room temperature for 2 hours. The solvent was conce... Reactants: C(C)N(C(C)C)C(C)C (N-ethyl-N,N-diisopropylamine), Br.Br.NC1=CSC=C1N (3,4-diaminothiophene dihydrobromide), CC1=C(C(=CC=C1)C)N=C=S (2,6-dimethylphenyl isothiocyanate). The solvent is C1CCOC1 (THF). Product: NC1=CSC=C1NC(=S)NC1=C(C=CC=C1C)C (N-(3-Amino-4-thienyl)-N′-(2,6-dimethylphenyl)thiourea). Reaction SMILES: C(N(C(C)C)C(C)C)C.Br.Br.[NH2:12][C:13]1[C:17]([NH2:18])=[CH:16][S:15][CH:14]=1.[CH3:19][C:20]1[CH:25]=[CH:24][CH:23]=[C:22]([CH3:26])[C:21]=1[N:27]=[C:28]=[S:29]>C1COCC1>[NH2:12][C:13]1[C:17]([NH:18][C:28]([NH:27][C:21]2[C:20]([CH3:19])=[CH:25][CH:24]=[CH:23][C:22]=2[CH3:26])=[S:29])=[CH:16][S:15][CH:14]=1 |f:1.2.3|. Procedure details: was obtained in a similar manner to the method specified in Example 6a) by reacting a mixture prepared from 0.74 g of N-ethyl-N,N-diisopropylamine in 40 ml of THF, 0.8 g of 3,4-diaminothiophene dihydrobromide and 0.47 g of 2,6-dimethylphenyl isothiocyanate. The reactants are SC1CCCCC1, [H-], Nc1nc(Cl)nc2c1ncn2Cc1ccccc1, [Na+], CN(C)C=O. As a reaction SMILES: [CH:3]1([SH:9])[CH2:4][CH2:5][CH2:6][CH2:7][CH2:8]1.[H-:1].[NH2:10][c:11]1[c:12]2[n:13][cH:14][n:15]([CH2:21][c:22]3[cH:23][cH:24][cH:25][cH:26][cH:27]3)[c:16]2[n:17][c:18]([Cl:20])[n:19]1.[Na+:2].[O:28]=[CH:29][N:30]([CH3:31])[CH3:32]>>[CH:3]1([S:9][c:18]2[n:17][c:16]3[c:12]([c:11]([NH2:10])[n:19]2)[n:13][cH:14][n:15]3[CH2:21][c:22]2[cH:23][cH:24][cH:25][cH:26][cH:27]2)[CH2:4][CH2:5][CH2:6][CH2:7][CH2:8]1. Product: Nc1nc(SC2CCCCC2)nc2c1ncn2Cc1ccccc1. Reactants: C(C)O (ethanol), C(C)(=O)OC(C1=CC=C(C=C1)C(C(F)(F)F)(C(F)(F)F)OC(C)=O)OC(C)=O (α,α-bis-acetyloxy-4-[1-(acetyloxy)-2,2,2-trifluoro-1-(trifluoromethyl)ethyl]toluene), S(O)(O)(=O)=O (sulfuric acid). Run in O (water). Yields the product C(C)(=O)OC(C(F)(F)F)(C(F)(F)F)C1=CC=C(C=O)C=C1 (4-[1-(acetyloxy)-2,2,2-trifluoro-1-(trifluoromethyl)ethyl]benzaldehyde). Isolated yield 89.1%. Reaction SMILES: C(O)C.C([O:7][CH:8](OC(=O)C)[C:9]1[CH:14]=[CH:13][C:12]([C:15]([O:24][C:25](=[O:27])[CH3:26])([C:20]([F:23])([F:22])[F:21])[C:16]([F:19])([F:18])[F:17])=[CH:11][CH:10]=1)(=O)C.S(=O)(=O)(O)O>O>[C:25]([O:24][C:15]([C:12]1[CH:11]=[CH:10][C:9]([CH:8]=[O:7])=[CH:14][CH:13]=1)([C:16]([F:19])([F:18])[F:17])[C:20]([F:21])([F:23])[F:22])(=[O:27])[CH3:26]. Reported procedure: To 130 ml of ethanol are added 60 g (0.15 mole) of α,α-bis-acetyloxy-4-[1-(acetyloxy)-2,2,2-trifluoro-1-(trifluoromethyl)ethyl]toluene and 13.5 ml of concentrated sulfuric acid in 135 ml of water. The resulting solution is stirred and heated at reflux for thirty minutes. The solution is then cooled and extracted with 1 liter of ether to obtain an ether solution which is washed with water and a saturated sodium bicarbonate solution until the washes were basic. The ether solution is dried with anh... Reactants: CCN(C(C)C)C(C)C, COC(=O)Cl, Cl, CN(C)C=O, Nc1nccn2c(C3CCNCC3)nc(-c3cc4ccccc4[nH]3)c12. Yields the product COC(=O)N1CCC(c2nc(-c3cc4ccccc4[nH]3)c3c(N)nccn23)CC1. Reaction SMILES: [CH:27]([N:28]([CH2:29][CH3:30])[CH:31]([CH3:32])[CH3:33])([CH3:34])[CH3:35].[Cl:36][C:37](=[O:38])[O:39][CH3:40].[ClH:1].[O:41]=[CH:42][N:43]([CH3:44])[CH3:45].[nH:2]1[c:3](-[c:11]2[n:12][c:13]([CH:21]3[CH2:22][CH2:23][NH:24][CH2:25][CH2:26]3)[n:14]3[c:15]2[c:16]([NH2:20])[n:17][cH:18][cH:19]3)[cH:4][c:5]2[cH:6][cH:7][cH:8][cH:9][c:10]12>>[nH:2]1[c:3](-[c:11]2[n:12][c:13]([CH:21]3[CH2:22][CH2:23][N:24]([C:37](=[O:38])[O:39][CH3:40])[CH2:25][CH2:26]3)[n:14]3[c:15]2[c:16]([NH2:20])[n:17][cH:18][cH:19]3)[cH:4][c:5]2[cH:6][cH:7][cH:8][cH:9][c:10]12. Reactants: C1(=CC=CC=C1)C#CC(=O)O (phenylpropiolic acid), S(=O)(Cl)Cl (thionyl chloride), NC1=CC=C(C=C1)C (4-toluidine). The solvent is C1=CC=CC=C1 (benzene). The product is CC1=CC=C(C=C1)NC(C#CC1=CC=CC=C1)=O (N-(4-methylphenyl) phenylpropiolamide). Yield: 49.2%. As a reaction SMILES: [C:1]1([C:7]#[C:8][C:9]([OH:11])=O)[CH:6]=[CH:5][CH:4]=[CH:3][CH:2]=1.S(Cl)(Cl)=O.[NH2:16][C:17]1[CH:22]=[CH:21][C:20]([CH3:23])=[CH:19][CH:18]=1>C1C=CC=CC=1>[CH3:23][C:20]1[CH:21]=[CH:22][C:17]([NH:16][C:9](=[O:11])[C:8]#[C:7][C:1]2[CH:2]=[CH:3][CH:4]=[CH:5][CH:6]=2)=[CH:18][CH:19]=1. Procedure details: A mixture of 14.61 g (0.10 mole) phenylpropiolic acid, 14.28 g (0.12 mole) thionyl chloride and 50 mL benzene was stirred and heated between 60°-70° C. for 3 hrs. The reaction was allowed to cool to room temperature and solvent was evaporated. The reaction vessel was charged with 50 mL of fresh benzene and the mixture cooled in an ice bath. Added next, dropwise in 50 mL benzene, was 21.43 g (0.20 mole) of 4-toluidine. After addition was complete, the ice bath was removed and the mixture stirred ...